From a dataset of the Open Reaction Database (ORD), a public repository of structured organic reaction records. describe an organic reaction: reactants, conditions, products, and yield Reactants: COC=1C=C(C=CC1OC)C1=CC(N(C(N1)=O)C)=O (6-(3,4-dimethoxyphenyl)-3-methyl-2,4(1H,3H)-pyrimidinedione), [H-].[Na+] (sodium hydride), O (water), C(CC)I (n-propyl iodide). The solvent is CN(C=O)C (N,N-dimethylformamide). Run at temperature 60 celsius, time 20 minute. Yields the product COC=1C=C(C=CC1OC)C1=CC(N(C(=N1)OCCC)C)=O (6-(3,4-dimethoxyphenyl)-3-methyl-2-propoxy-4(3H)-pyrimidinone). As a reaction SMILES: [CH3:1][O:2][C:3]1[CH:4]=[C:5]([C:11]2[NH:16][C:15](=[O:17])[N:14]([CH3:18])[C:13](=[O:19])[CH:12]=2)[CH:6]=[CH:7][C:8]=1[O:9][CH3:10].[H-].[Na+].[CH2:22](I)[CH2:23][CH3:24].O>CN(C)C=O>[CH3:1][O:2][C:3]1[CH:4]=[C:5]([C:11]2[N:16]=[C:15]([O:17][CH2:22][CH2:23][CH3:24])[N:14]([CH3:18])[C:13](=[O:19])[CH:12]=2)[CH:6]=[CH:7][C:8]=1[O:9][CH3:10] |f:1.2|. Procedure details: To a solution of 6-(3,4-dimethoxyphenyl)-3-methyl-2,4(1H,3H)-pyrimidinedione (3.0 g) in N,N-dimethylformamide (30 ml) was added sodium hydride (60% in oil, 0.5 g). The mixture was heated at 60° C. with stirring for 20 minutes and cooled to 0° C. To the mixture was added n-propyl iodide (15 ml) with stirring, which was continued at 0° C. for 2 hours and at ambient temperature for 3 hours. After addition of water, the reaction mixture was extracted with ethyl acetate. The organic extract was washe... Reactants: P(=O)(Cl)(Cl)Cl (Phosphoryl trichloride), alcohol, C(CCCC)O (Pentanol), Cl (HCl). Reaction conditions: temperature 10 celsius, time 1.5 hour. Yields the product P(OCCCCC)(=O)(Cl)Cl (pentyl phosphorodichloridate). Reaction SMILES: [P:1]([Cl:5])(Cl)([Cl:3])=[O:2].[CH2:6]([OH:11])[CH2:7][CH2:8][CH2:9][CH3:10].Cl>>[P:1]([Cl:5])([Cl:3])(=[O:2])[O:11][CH2:6][CH2:7][CH2:8][CH2:9][CH3:10]. Procedure details: Phosphoryl trichloride (306 g; 2 moles) is placed in a 2-liter flask fitted with a condenser and mechanical stirrer, and cooled down to about 10° C. (external ice bath). Pentanol (159 g; 1.8 moles; 0.9 equivalents with respect to POCl3) is added at a rate such that the reaction temperature remains below 15° C. The reaction is exothermic and the HCl gas that evolves during this reaction is vented out with a flow of nitrogen using an aspirator operated at a slight vacuum (about 0.5 inches of mercu... Product: Cc1noc(C2CN(C(c3ccccc3)(c3ccccc3)c3ccccc3)C[NH+](C)C2)n1, [I-]. RXN SMILES: [CH3:1][I:2].[CH:34]([Cl:35])([Cl:36])[Cl:37].[c:3]1([C:9]([N:10]2[CH:11]=[N:12][CH2:13][CH:14]([c:16]3[n:17][c:18]([CH3:21])[n:19][o:20]3)[CH2:15]2)([c:22]2[cH:23][cH:24][cH:25][cH:26][cH:27]2)[c:28]2[cH:29][cH:30][cH:31][cH:32][cH:33]2)[cH:4][cH:5][cH:6][cH:7][cH:8]1>>[CH3:1][NH+:12]1[CH2:11][N:10]([C:9]([c:3]2[cH:4][cH:5][cH:6][cH:7][cH:8]2)([c:22]2[cH:23][cH:24][cH:25][cH:26][cH:27]2)[c:28]2[cH:29][cH:30][cH:31][cH:32][cH:33]2)[CH2:15][CH:14]([c:16]2[n:17][c:18]([CH3:21])[n:19][o:20]2)[CH2:13]1.[I-:2]. Starting materials: CI, ClC(Cl)Cl, Cc1noc(C2CN=CN(C(c3ccccc3)(c3ccccc3)c3ccccc3)C2)n1. Starting materials: C(C)(=O)C=1C=C2C(=CC(=NC2=C(C1O)CCC)C(=O)O)NCC (6-Acetyl-4-ethylamino-7-hydroxy-8-propylquinoline-2-carboxylic acid), C(C)O (ethanol), Cl (hydrogen chloride), O (water). Yields the product C(C)(=O)C=1C=C2C(=CC(=NC2=C(C1O)CCC)C(=O)OCC)NCC (Ethyl 6-acetyl-4-ethylamino-7-hydroxy-8-propylquinoline-2-carboxylate). Reaction SMILES: [C:1]([C:4]1[CH:5]=[C:6]2[C:11](=[C:12]([CH2:15][CH2:16][CH3:17])[C:13]=1[OH:14])[N:10]=[C:9]([C:18]([OH:20])=[O:19])[CH:8]=[C:7]2[NH:21][CH2:22][CH3:23])(=[O:3])[CH3:2].Cl.O.[CH2:26](O)[CH3:27]>>[C:1]([C:4]1[CH:5]=[C:6]2[C:11](=[C:12]([CH2:15][CH2:16][CH3:17])[C:13]=1[OH:14])[N:10]=[C:9]([C:18]([O:20][CH2:26][CH3:27])=[O:19])[CH:8]=[C:7]2[NH:21][CH2:22][CH3:23])(=[O:3])[CH3:2]. Procedure details: The product of step (a) in ethanol was saturated with hydrogen chloride gas and, when the heat of solvation subsided, the brown solution was heated to reflux on a steambath for 5 hours. The mixture was cooled and was treated with water, then concentrated and the pH of the mixture was adjusted to about 7 before extracting into ethyl acetate. The extract was washed with water, dried and evaporated to give a yellowish solid (6.2 g; 82%). NMR and mass spectra were consistent with the required struct...